Dataset: the Open Reaction Database (ORD), a public repository of structured organic reaction records. Task: describe an organic reaction: reactants, conditions, products, and yield Reactants: CN(C(=O)N1CCC2(C3=CC=CC=C13)CCN(CC2)C2CCN(CC2)C(=O)OC(C)(C)C)C (tert-butyl 4-(1′-(dimethylcarbamoyl)-2′,3′-dihydro-1′H-spiro[piperidine-4,4′-quinoline]-1-yl)piperidine-1-carboxylate), C(=O)(C(F)(F)F)O (TFA). The solvent is ClCCl (dichloromethane), C(C)#N (acetonitrile). Reaction conditions: temperature 0 celsius, time 2 hour. Product: CN(C(=O)N1CCC2(C3=CC=CC=C13)CCN(CC2)C2CCNCC2)C (N,N-dimethyl-1-(piperidin-4-yl)-2′,3′-dihydrospiro[piperidine-4,4′-quinoline]-1′-carboxamide). Reaction SMILES: [CH3:1][N:2]([CH3:33])[C:3]([N:5]1[C:14]2[C:9](=[CH:10][CH:11]=[CH:12][CH:13]=2)[C:8]2([CH2:19][CH2:18][N:17]([CH:20]3[CH2:25][CH2:24][N:23](C(OC(C)(C)C)=O)[CH2:22][CH2:21]3)[CH2:16][CH2:15]2)[CH2:7][CH2:6]1)=[O:4].C(O)(C(F)(F)F)=O>ClCCl.C(#N)C>[CH3:1][N:2]([CH3:33])[C:3]([N:5]1[C:14]2[C:9](=[CH:10][CH:11]=[CH:12][CH:13]=2)[C:8]2([CH2:15][CH2:16][N:17]([CH:20]3[CH2:25][CH2:24][NH:23][CH2:22][CH2:21]3)[CH2:18][CH2:19]2)[CH2:7][CH2:6]1)=[O:4]. Reported procedure: The tert-butyl 4-(1′-(dimethylcarbamoyl)-2′,3′-dihydro-1′H-spiro[piperidine-4,4′-quinoline]-1-yl)piperidine-1-carboxylate 2ad (1.34 g, 2.93 mmol) was dissolved in 40 mL anhydrous dichloromethane and cooled to 0° C. The rapidly stirring solution was treated with TFA (20 mL) and allowed to come to room temperature over 2 hours. The reaction was diluted with ˜20 mL acetonitrile and concentrated to an oil. The oil was brought up in 100 mL 1.0 N HCL and washed with diethyl ether (3×30 mL). The aqueou... The reactants are NC=1C=CC2=C(C(=NCC(N2C)=O)C2=C(C=CC=C2)Cl)C1 (7-amino-5-(o-chlorophenyl)-1,3-dihydro-1-methyl-2H-1,4-benzodiazepin-2-one), Cl.NO (hydroxylamine hydrochloride). The solvent is N1=CC=CC=C1 (pyridine), C(Cl)(Cl)Cl.C(C)O (chloroform ethanol). Product: NCC(=O)N(C1=C(C=C(C=C1)N)C(C1=C(C=CC=C1)Cl)=NO)C (2,4'-diamino-2'-[o-chloro-α-(hydroxyimino)benzyl]-N-methylacetanilide). RXN SMILES: [NH2:1][C:2]1[CH:3]=[CH:4][C:5]2[N:11]([CH3:12])[C:10](=[O:13])[CH2:9][N:8]=[C:7]([C:14]3[CH:19]=[CH:18][CH:17]=[CH:16][C:15]=3[Cl:20])[C:6]=2[CH:21]=1.Cl.[NH2:23][OH:24]>N1C=CC=CC=1.C(Cl)(Cl)Cl.C(O)C>[NH2:8][CH2:9][C:10]([N:11]([CH3:12])[C:5]1[CH:4]=[CH:3][C:2]([NH2:1])=[CH:21][C:6]=1[C:7](=[N:23][OH:24])[C:14]1[CH:19]=[CH:18][CH:17]=[CH:16][C:15]=1[Cl:20])=[O:13] |f:1.2,4.5|. Procedure details: A solution of 5.0 g (16.68 mmol) of 7-amino-5-(o-chlorophenyl)-1,3-dihydro-1-methyl-2H-1,4-benzodiazepin-2-one and 1.74 g (22.02 mmol) of hydroxylamine hydrochloride in 50 ml of pyridine is heated to reflux for 2 hours under argon. After cooling, the mixture is taken up in 600 ml chloroform/ethanol (4:1) and washed with 250 ml of water. The aqueous phase is adjusted to pH 8, saturated with sodium chloride and extracted with chloroform overnight in a perforator. After drying and evaporating the s... Reactants: S(=O)(=O)(OC)OC (dimethyl sulfate), [Na] (sodium), CC1=C(C(=O)O)C(=CC=C1[N+](=O)[O-])N (2-methyl-3-nitro-6-aminobenzoic acid), CC1=C(C(=O)O)C(=CC=C1[N+](=O)[O-])N (2-methyl-3-nitro-6-aminobenzoic acid), C(=O)=O (CO2), C(O)([O-])=O.[Na+] (sodium hydrogen carbonate). The solvent is CC(=O)C (acetone), O (water), CC(=O)C (acetone). The product is CC1=C(C(=O)OC)C(=CC=C1[N+](=O)[O-])N (Methyl 2-methyl-3-nitro-6-aminobenzoate). RXN SMILES: [CH3:1][C:2]1[C:10]([N+:11]([O-:13])=[O:12])=[CH:9][CH:8]=[C:7]([NH2:14])[C:3]=1[C:4]([OH:6])=[O:5].[C:15](=O)([O-])O.[Na+].C(=O)=O.S(OC)(OC)(=O)=O.[Na]>CC(C)=O.O>[CH3:1][C:2]1[C:10]([N+:11]([O-:13])=[O:12])=[CH:9][CH:8]=[C:7]([NH2:14])[C:3]=1[C:4]([O:6][CH3:15])=[O:5] |f:1.2,^1:29|. Procedure details: 49.7 g (0.253 mol) of 2-methyl-3-nitro-6-aminobenzoic acid are dissolved in 380 ml of acetone and 43 g (0.51 mol) of sodium hydrogen carbonate are added. The mixture is then heated to boiling until evolution of CO2 is complete. 35.3 g (0.28 mol) of dimethyl sulfate are then added dropwise in the course of two hours at the boiling point of acetone to the suspension of the sodium salt of 2-methyl-3-nitro-6-aminobenzoic acid thus obtained, and the mixture is subsequently refluxed for a further thre... The reactants are COC=1C=C(C(=O)N2C3=C(CC4=C(C2)C=CC=C4)C=CC=C3)C=CC1N (5-(3-methoxy-4-aminobenzoyl)-6,11-dihydro-5H-dibenz[b,e]azepine), C(C)(C)N(C(C)C)CC (N,N-diisopropylethylamine), CC1=C(C(=O)Cl)C=C(C=C1)F (2-methyl-5-fluorobenzoyl chloride). Solvent: C(Cl)Cl (methylene chloride). Run at time 18 hour. Yields the product C1=CC=CC=2N(CC3=C(CC21)C=CC=C3)C(=O)C3=CC(=C(C=C3)NC(C3=C(C=CC(=C3)F)C)=O)OC (N-[4-[(6,11-Dihydro-5H-dibenz[b,e]azepin-5-yl)- carbonyl]-2-methoxyphenyl]-2-methyl-5-fluorobenzamide). Yield: 95.3%. RXN SMILES: [CH3:1][O:2][C:3]1[CH:4]=[C:5]([CH:23]=[CH:24][C:25]=1[NH2:26])[C:6]([N:8]1[CH2:14][C:13]2[CH:15]=[CH:16][CH:17]=[CH:18][C:12]=2[CH2:11][C:10]2[CH:19]=[CH:20][CH:21]=[CH:22][C:9]1=2)=[O:7].C(N(CC)C(C)C)(C)C.[CH3:36][C:37]1[CH:45]=[CH:44][C:43]([F:46])=[CH:42][C:38]=1[C:39](Cl)=[O:40]>C(Cl)Cl>[CH:19]1[C:10]2[CH2:11][C:12]3[CH:18]=[CH:17][CH:16]=[CH:15][C:13]=3[CH2:14][N:8]([C:6]([C:5]3[CH:23]=[CH:24][C:25]([NH:26][C:39](=[O:40])[C:38]4[CH:42]=[C:43]([F:46])[CH:44]=[CH:45][C:37]=4[CH3:36])=[C:3]([O:2][CH3:1])[CH:4]=3)=[O:7])[C:9]=2[CH:22]=[CH:21][CH:20]=1. Reported procedure: A mixture of 0.79 g of 5-(3-methoxy-4-aminobenzoyl)-6,11-dihydro-5H-dibenz[b,e]azepine, 0.40 g of N,N-diisopropylethylamine and 0.55 g of 2-methyl-5-fluorobenzoyl chloride in 25 ml of methylene chloride is stirred at room temperature for 18 hours. The reaction mixture is washed with water and saturated NaHCO3, dried (Na2SO4) and passed through a short pad of hydrous magnesium silicate. Hexane is added at the boil to the filtrate to give 1.05 g of the desired product as a solid. Reactants: C1(=CC=CC=C1)C(C(=O)Cl)C1=CC=CC=C1 (diphenylacetyl chloride), NCCCN1CCC(CC1)C=1C=C(C=CC1)NC(CC(C)(C)C)=O (N-{3-[1-(3-aminopropyl)-4-piperidinyl]phenyl}-3,3-dimethylbutanamide). Yields the product C1(=CC=CC=C1)C(C(=O)NCCCN1CCC(CC1)C=1C=C(C=CC1)NC(CC(C)(C)C)=O)C1=CC=CC=C1 (N-[3-(1-{3-[(DIPHENYLACETYL)AMINO]PROPYL}-4-PIPERIDINYL)PHENYL]-3,3-DIMETHYLBUTANAMIDE). RXN SMILES: [C:1]1([CH:7]([C:11]2[CH:16]=[CH:15][CH:14]=[CH:13][CH:12]=2)[C:8](Cl)=[O:9])[CH:6]=[CH:5][CH:4]=[CH:3][CH:2]=1.[NH2:17][CH2:18][CH2:19][CH2:20][N:21]1[CH2:26][CH2:25][CH:24]([C:27]2[CH:28]=[C:29]([NH:33][C:34](=[O:40])[CH2:35][C:36]([CH3:39])([CH3:38])[CH3:37])[CH:30]=[CH:31][CH:32]=2)[CH2:23][CH2:22]1>>[C:1]1([CH:7]([C:11]2[CH:16]=[CH:15][CH:14]=[CH:13][CH:12]=2)[C:8]([NH:17][CH2:18][CH2:19][CH2:20][N:21]2[CH2:26][CH2:25][CH:24]([C:27]3[CH:28]=[C:29]([NH:33][C:34](=[O:40])[CH2:35][C:36]([CH3:38])([CH3:37])[CH3:39])[CH:30]=[CH:31][CH:32]=3)[CH2:23][CH2:22]2)=[O:9])[CH:6]=[CH:5][CH:4]=[CH:3][CH:2]=1. Procedure details: Example 19 was prepared from diphenylacetyl chloride and N-{3-[1-(3-aminopropyl)-4-piperidinyl]phenyl}-3,3-dimethylbutanamide according procedures described in Scheme 8: 1H NMR (400 MHz, CDCl3) δ 10.73–10.50 (br, 1H), 8.63–8.48 (m, 1H), 7.97–7.77 (br, 1H), 7.70 (d, 1H, J=7.2 Hz), 7.45–7.11 (m, 11H), 6.89 (d, 1H, J=7.2 Hz), 5.01 (s, 1H), 3.46–3.26 (m, 4H), 2.97–2.77 (m, 2H), 2.77–2.50 (m, 3H), 2.42–2.17 (m, 2H), 2.25 (s, 2H), 2.14–1.94 (m, 2H), 1.93–1.78 (m, 2H), 1.00 (s, 9H); ESMS m/e: 526.4 (M+... Starting materials: O=C1CCN(CC1)C1=CC=C(CC2C(NC(S2)=O)=O)C=C1 (5-[4-(4-Oxo-piperidine-1-yl)-benzyl]-thiazolidine-2,4-dione), NC[C@@H](COC1=CC=C(C=C1)O)O ((2S)-1-Amino-3-(4-hydroxy-phenoxy)-propan-2-ol). Product: O[C@@H](CNC1CCN(CC1)C1=CC=C(CC2C(NC(S2)=O)=O)C=C1)COC1=CC=C(C=C1)O (5-(4-{4-[(2S)-2-Hydroxy-3-(4-hydroxy-phenoxy)-propylamino]-piperidine-1-yl}-benzyl)-thiazolidine-2,4-dione). Reaction SMILES: O=[C:2]1[CH2:7][CH2:6][N:5]([C:8]2[CH:21]=[CH:20][C:11]([CH2:12][CH:13]3[S:17][C:16](=[O:18])[NH:15][C:14]3=[O:19])=[CH:10][CH:9]=2)[CH2:4][CH2:3]1.[NH2:22][CH2:23][C@H:24]([OH:34])[CH2:25][O:26][C:27]1[CH:32]=[CH:31][C:30]([OH:33])=[CH:29][CH:28]=1>>[OH:34][C@H:24]([CH2:25][O:26][C:27]1[CH:32]=[CH:31][C:30]([OH:33])=[CH:29][CH:28]=1)[CH2:23][NH:22][CH:2]1[CH2:7][CH2:6][N:5]([C:8]2[CH:21]=[CH:20][C:11]([CH2:12][CH:13]3[S:17][C:16](=[O:18])[NH:15][C:14]3=[O:19])=[CH:10][CH:9]=2)[CH2:4][CH2:3]1. Reported procedure: The title compound was prepared from 5-[4-(4-oxo-piperidine-1-yl)-benzyl]-thiazolidine-2,4-dione (which was obtained in Example 38) and 4-[(2S)-3-amino-2-hydroxy-propoxy]-phenol (which was obtained in Example 5) according to the procedure of Example 73 as a pale yellowish solid; mp >160° C. (decomposed); 1H NMR (300 MHz, DMSO-d6) δ 1.35-1.60 (m, 2H), 1.85-2.05 (m, 2H), 2.60-3.50 (m, 7H), 3.67 (brd, J=12.1 Hz, 2H), 3.75-3.95 (m, 3H), 4.57 (dd, J=9.6, 3.8 Hz, 1H), 6.66 (d, J=8.9 Hz, 2H), 6.77 (d, ... Reactants: FC1=C(C=C2CCC(N(C2=C1)C)=O)B1OC(C(O1)(C)C)(C)C (7-fluoro-1-methyl-6-(4,4,5,5-tetramethyl-[1,3,2]dioxaborolan-2-yl)-3,4-dihydro-1H-quinolin-2-one), BrC1=CN=CC=2C(CCCC12)NC(CC)=O ((rac)-N-(4-bromo-5,6,7,8-tetrahydro-isoquinolin-8-yl)-propionamide), bis(triphenylphosphine)palladium (II)chloride, C(=O)([O-])[O-].[Na+].[Na+] (Na2CO3). Run in CN(C)C=O (DMF). Run at temperature 100 celsius. Product: FC1=C(C=C2CCC(N(C2=C1)C)=O)C1=CN=CC=2C(CCCC12)NC(CC)=O ((rac)-N-[4-(7-Fluoro-1-methyl-2-oxo-1,2,3,4-tetrahydro-quinolin-6-yl)-5,6,7,8-tetrahydro isoquinolin-8-yl]-propionamide). The yield is 62.9%. RXN SMILES: [F:1][C:2]1[CH:11]=[C:10]2[C:5]([CH2:6][CH2:7][C:8](=[O:13])[N:9]2[CH3:12])=[CH:4][C:3]=1B1OC(C)(C)C(C)(C)O1.Br[C:24]1[C:33]2[CH2:32][CH2:31][CH2:30][CH:29]([NH:34][C:35](=[O:38])[CH2:36][CH3:37])[C:28]=2[CH:27]=[N:26][CH:25]=1.C([O-])([O-])=O.[Na+].[Na+]>CN(C=O)C>[F:1][C:2]1[CH:11]=[C:10]2[C:5]([CH2:6][CH2:7][C:8](=[O:13])[N:9]2[CH3:12])=[CH:4][C:3]=1[C:24]1[C:33]2[CH2:32][CH2:31][CH2:30][CH:29]([NH:34][C:35](=[O:38])[CH2:36][CH3:37])[C:28]=2[CH:27]=[N:26][CH:25]=1 |f:2.3.4|. Procedure details: A mixture of 7-fluoro-1-methyl-6-(4,4,5,5-tetramethyl-[1,3,2]dioxaborolan-2-yl)-3,4-dihydro-1H-quinolin-2-one (intermediate A-9, 168 mg, 0.55 mmol) and (rac)-N-(4-bromo-5,6,7,8-tetrahydro-isoquinolin-8-yl)-propionamide (intermediate B-1) (142 mg, 0.5 mmol) in DMF (3 mL) was purged with argon for 1 min before bis(triphenylphosphine)palladium (II)chloride (38 mg, 0.054 mmol) and 1 N aq. Na2CO3 (2.5 mL) were added. The resulting reaction mixture was purged with argon for 2 min, and heated at 100° C... The reactants are COC(=O)CCc1cn(Cc2cc(-c3ccc(Cl)s3)on2)cn1, CC(C)N1CCC(N)CC1, O=C(Cl)C(Cl)(Cl)Cl, ClCCl, Cl, Cl. Yields the product COC(=O)CCc1cn(Cc2cc(-c3ccc(Cl)s3)on2)c(C(=O)NC2CCN(C(C)C)CC2)n1. RXN SMILES: [CH3:1][O:2][C:3]([CH2:4][CH2:5][c:6]1[n:7][cH:8][n:9]([CH2:11][c:12]2[n:13][o:14][c:15](-[c:17]3[s:18][c:19]([Cl:22])[cH:20][cH:21]3)[cH:16]2)[cH:10]1)=[O:23].[CH:33]([CH3:34])([CH3:35])[N:36]1[CH2:37][CH2:38][CH:39]([NH2:42])[CH2:40][CH2:41]1.[Cl:24][C:25]([C:26](=[O:27])[Cl:30])([Cl:28])[Cl:29].[Cl:43][CH2:44][Cl:45].[ClH:31].[ClH:32]>>[CH3:1][O:2][C:3]([CH2:4][CH2:5][c:6]1[n:7][c:8]([C:26](=[O:27])[NH:42][CH:39]2[CH2:38][CH2:37][N:36]([CH:33]([CH3:34])[CH3:35])[CH2:41][CH2:40]2)[n:9]([CH2:11][c:12]2[n:13][o:14][c:15](-[c:17]3[s:18][c:19]([Cl:22])[cH:20][cH:21]3)[cH:16]2)[cH:10]1)=[O:23].